Dataset: the Open Reaction Database (ORD), a public repository of structured organic reaction records. Task: describe an organic reaction: reactants, conditions, products, and yield The reactants are C(C)OC(C1=C(C(=CC=C1)SC1=C(NC2=CC(=CC=C12)Cl)C)OC)=O (3-(6-chloro-2-methyl-1H-indol-3-ylsulfanyl)-2-methoxy-benzoic acid ethyl ester), BrC=1C=NN(C1)C (4-bromo-1-methylpyrazole). Product: C(C)OC(C1=C(C(=CC=C1)SC1=C(N(C2=CC(=CC=C12)Cl)C=1C=NN(C1)C)C)OC)=O (3-[6-Chloro-2-methyl-1-(1-methyl-1H-pyrazol-4-yl)-1H-indol-3-ylsulfanyl]-2-methoxy-benzoic acid ethyl ester). RXN SMILES: [CH2:1]([O:3][C:4](=[O:25])[C:5]1[CH:10]=[CH:9][CH:8]=[C:7]([S:11][C:12]2[C:20]3[C:15](=[CH:16][C:17]([Cl:21])=[CH:18][CH:19]=3)[NH:14][C:13]=2[CH3:22])[C:6]=1[O:23][CH3:24])[CH3:2].Br[C:27]1[CH:28]=[N:29][N:30]([CH3:32])[CH:31]=1>>[CH2:1]([O:3][C:4](=[O:25])[C:5]1[CH:10]=[CH:9][CH:8]=[C:7]([S:11][C:12]2[C:20]3[C:15](=[CH:16][C:17]([Cl:21])=[CH:18][CH:19]=3)[N:14]([C:27]3[CH:28]=[N:29][N:30]([CH3:32])[CH:31]=3)[C:13]=2[CH3:22])[C:6]=1[O:23][CH3:24])[CH3:2]. Procedure details: Prepared according to the procedure described in Example 42, Step 4, using the following starting materials: 3-(6-chloro-2-methyl-1H-indol-3-ylsulfanyl)-2-methoxy-benzoic acid ethyl ester and 4-bromo-1-methylpyrazole. Starting materials: CN(N=C1C(CN(CC1)CC1=CC=CC=C1)C)C (1-benzyl-3-methyl-4-piperidone-N,N-dimethylhydrazone), C(C)(C)[N-]C(C)C.[Li+] (lithium diisopropylamide). The solvent is O1CCCC1 (tetrahydrofuran), O1CCCC1 (tetrahydrofuran), O1CCCC1 (tetrahydrofuran). The product is C[Li] (methyl lithium), C(C)(C)NC(C)C (diisopropylamine). As a reaction SMILES: [CH3:1]N(C)N=C1CCN(CC2C=CC=CC=2)CC1C.[CH:19]([N-:22][CH:23]([CH3:25])[CH3:24])([CH3:21])[CH3:20].[Li+:26]>O1CCCC1>[CH3:1][Li:26].[CH:19]([NH:22][CH:23]([CH3:25])[CH3:24])([CH3:21])[CH3:20] |f:1.2|. Procedure details: Subsequently, 6.1 g of the 1-benzyl-3-methyl-4-piperidone-N,N-dimethylhydrazone obtained above was dissolved in 30 ml of tetrahydrofuran. The solution were added dropwise to a solution of lithium diisopropylamide in tetrahydrofuran obtained from 23 ml of methyl lithium (1.2M ether solution), 3.8 ml of diisopropylamine and 30 ml of tetrahydrofuran at -8° C. over 15 minutes and the mixture was stirred at the same temperature for 2 hours. Thereafter, the reaction mixture was cooled to -60° C. and, ...